This data is from the Open Reaction Database (ORD), a public repository of structured organic reaction records. The task is: describe an organic reaction: reactants, conditions, products, and yield Starting materials: O=C(O)c1sc2ccccc2c1Cl, N#Cc1cc(N)ccc1N1CCC(N2CCOCC2)CC1. Product: N#Cc1cc(NC(=O)c2sc3ccccc3c2Cl)ccc1N1CCC(N2CCOCC2)CC1. Reaction SMILES: [Cl:1][c:2]1[c:3]2[c:4]([s:5][c:6]1[C:7](=[O:8])[OH:9])[cH:10][cH:11][cH:12][cH:13]2.[NH2:14][c:15]1[cH:16][cH:17][c:18]([N:23]2[CH2:24][CH2:25][CH:26]([N:29]3[CH2:30][CH2:31][O:32][CH2:33][CH2:34]3)[CH2:27][CH2:28]2)[c:19]([C:20]#[N:21])[cH:22]1>>[Cl:1][c:2]1[c:3]2[c:4]([s:5][c:6]1[C:7](=[O:9])[NH:14][c:15]1[cH:16][cH:17][c:18]([N:23]3[CH2:24][CH2:25][CH:26]([N:29]4[CH2:30][CH2:31][O:32][CH2:33][CH2:34]4)[CH2:27][CH2:28]3)[c:19]([C:20]#[N:21])[cH:22]1)[cH:10][cH:11][cH:12][cH:13]2. The reactants are C(CCC=CCCCCCCCCC)NC1=CC=C(C(=O)OC)C=C1 (methyl 4-(4-tetradecenylamino)benzoate), C1(=CC=C(C=C1)S(=O)(=O)O)C (p-toluenesulfonic acid), OCC(O)CO (glycerol). The product is C(CCC=CCCCCCCCCC)NC1=CC=C(C(=O)OCC(CO)O)C=C1 (2,3-Dihydroxypropyl 4-(4-tetradecenylamino)benzoate). RXN SMILES: [CH2:1]([NH:15][C:16]1[CH:25]=[CH:24][C:19]([C:20]([O:22][CH3:23])=[O:21])=[CH:18][CH:17]=1)[CH2:2][CH2:3][CH:4]=[CH:5][CH2:6][CH2:7][CH2:8][CH2:9][CH2:10][CH2:11][CH2:12][CH2:13][CH3:14].C1(C)C=CC(S(O)(=O)=O)=CC=1.[OH:37][CH2:38][CH:39](CO)[OH:40]>>[CH2:1]([NH:15][C:16]1[CH:17]=[CH:18][C:19]([C:20]([O:22][CH2:23][CH:39]([OH:40])[CH2:38][OH:37])=[O:21])=[CH:24][CH:25]=1)[CH2:2][CH2:3][CH:4]=[CH:5][CH2:6][CH2:7][CH2:8][CH2:9][CH2:10][CH2:11][CH2:12][CH2:13][CH3:14]. Procedure details: A mixture of 2.25 g. of methyl 4-(4-tetradecenylamino)benzoate, 280 mg. of glycerol, and 1.37 g. of p-toluenesulfonic acid is heated at 180° C. for 18 hours and then is partitioned between ether and 3% aqueous sodium carbonate solution. The ether layer is separated, dried, and evaporated to yield the product as a white solid.